This data is from the Open Reaction Database (ORD), a public repository of structured organic reaction records. The task is: describe an organic reaction: reactants, conditions, products, and yield Reactants: CC=1C=C(N)C=CC1Cl (3-methyl-4-chloroaniline), FC(F)(F)N=C=O (Trifluoromethyl isocyanate). Run in C1(=CC=CC=C1)C (toluene). Run at temperature 25 celsius, time 24 hour. Yields the product CC=1C=C(C=CC1Cl)NC(=O)NC(F)(F)F (N-(3-methyl-4-chlorophenyl)-N'-trifluoromethyl urea). RXN SMILES: [CH3:1][C:2]1[CH:3]=[C:4]([CH:6]=[CH:7][C:8]=1[Cl:9])[NH2:5].[F:10][C:11]([N:14]=[C:15]=[O:16])([F:13])[F:12]>C1(C)C=CC=CC=1>[CH3:1][C:2]1[CH:3]=[C:4]([NH:5][C:15]([NH:14][C:11]([F:13])([F:12])[F:10])=[O:16])[CH:6]=[CH:7][C:8]=1[Cl:9]. Procedure details: A solution of 3-methyl-4-chloroaniline (70 grams; 0.5 mol) in toluene (150 ml) is placed into a pressure vessel, and is cooled in an acetone-dry ice bath. Trifluoromethyl isocyanate (56 grams; 0.5 mol) is added and the pressure vessel is sealed. The reaction mixture is warmed to about 25° C. and is allowed to stand for about 24 hours. After this time the reaction vessel is opened and its contents are stripped of toluene by evaporation under reduced pressure. The residue is then recrystallized to...